This data is from the Open Reaction Database (ORD), a public repository of structured organic reaction records. The task is: describe an organic reaction: reactants, conditions, products, and yield Reactants: C(C1=CC=CC=C1)C=1N=NC2=C(C=CC=C2C1C=1C=C(C=CC1)N)Cl ([3-(3-benzyl-8-chlorocinnolin-4-yl)phenyl]amine), C1(=CC=CC2=CC=CC=C12)C=O (naphthalene-1-carbaldehyde). The product is C(C1=CC=CC=C1)C=1N=NC2=C(C=CC=C2C1C=1C=C(C=CC1)NCC1=CC=CC2=CC=CC=C12)Cl ([3-(3-Benzyl-8-chlorocinnolin-4-yl)phenyl](1-naphthylmethyl)amine). RXN SMILES: [CH2:1]([C:8]1[N:9]=[N:10][C:11]2[C:16]([C:17]=1[C:18]1[CH:19]=[C:20]([NH2:24])[CH:21]=[CH:22][CH:23]=1)=[CH:15][CH:14]=[CH:13][C:12]=2[Cl:25])[C:2]1[CH:7]=[CH:6][CH:5]=[CH:4][CH:3]=1.[C:26]1([CH:36]=O)[C:35]2[C:30](=[CH:31][CH:32]=[CH:33][CH:34]=2)[CH:29]=[CH:28][CH:27]=1>>[CH2:1]([C:8]1[N:9]=[N:10][C:11]2[C:16]([C:17]=1[C:18]1[CH:19]=[C:20]([NH:24][CH2:36][C:26]3[C:35]4[C:30](=[CH:31][CH:32]=[CH:33][CH:34]=4)[CH:29]=[CH:28][CH:27]=3)[CH:21]=[CH:22][CH:23]=1)=[CH:15][CH:14]=[CH:13][C:12]=2[Cl:25])[C:2]1[CH:7]=[CH:6][CH:5]=[CH:4][CH:3]=1. Procedure details: The title compound was prepared from [3-(3-benzyl-8-chlorocinnolin-4-yl)phenyl]amine and naphthalene-1-carbaldehyde according to the procedure of Step 5 Example 6. MS (ES) m/z 486.1. The reactants are ClC1=C(C=CC=C1)C1=NCC(NC2=C1C=C(C(=C2)OCCOC)C#N)=O (5-(2-chlorophenyl)-7-cyano-1,3-dihydro-8-methoxyethoxy-2H-1,4-benzodiazepin-2-one), COC=1C=CC(=CC1)P2(=S)SP(=S)(S2)C=3C=CC(=CC3)OC (Lawesson's reagent). The product is ClC1=C(C=CC=C1)C1=NCC(NC2=C1C=C(C(=C2)OCCOC)C#N)=S (5-(2-chlorophenyl)-7-cyano-1,3-dihydro-8-methoxyethoxy-2H-1,4-benzodiazepin-2-thione). Reaction SMILES: [Cl:1][C:2]1[CH:7]=[CH:6][CH:5]=[CH:4][C:3]=1[C:8]1[C:14]2[CH:15]=[C:16]([C:24]#[N:25])[C:17]([O:19][CH2:20][CH2:21][O:22][CH3:23])=[CH:18][C:13]=2[NH:12][C:11](=O)[CH2:10][N:9]=1.COC1C=CC(P2(SP(C3C=CC(OC)=CC=3)(=S)S2)=[S:36])=CC=1>>[Cl:1][C:2]1[CH:7]=[CH:6][CH:5]=[CH:4][C:3]=1[C:8]1[C:14]2[CH:15]=[C:16]([C:24]#[N:25])[C:17]([O:19][CH2:20][CH2:21][O:22][CH3:23])=[CH:18][C:13]=2[NH:12][C:11](=[S:36])[CH2:10][N:9]=1. Reported procedure: 5-(2-chlorophenyl)-7-cyano-1,3-dihydro-8-methoxyethoxy-2H-1,4-benzodiazepin-2-thione (IIm) was prepared by reacting 0.00081 moles of 5-(2-chlorophenyl)-7-cyano-1,3-dihydro-8-methoxyethoxy-2H-1,4-benzodiazepin-2-one (Im) with Lawesson's reagent in a manner analogous to Example 38. MH+/Z=386.